From a dataset of the Open Reaction Database (ORD), a public repository of structured organic reaction records. describe an organic reaction: reactants, conditions, products, and yield Starting materials: COc1ccc(CCNC(=O)c2ccccc2)cc1, CC#N, O=P(Cl)(Cl)Cl. The product is COc1ccc2c(c1)C(c1ccccc1)=NCC2. Reaction SMILES: [CH3:1][O:2][c:3]1[cH:4][cH:5][c:6]([CH2:7][CH2:8][NH:9][C:10]([c:11]2[cH:12][cH:13][cH:14][cH:15][cH:16]2)=[O:17])[cH:18][cH:19]1.[CH3:25][C:26]#[N:27].[P:20]([Cl:21])([Cl:22])([Cl:23])=[O:24]>>[CH3:1][O:2][c:3]1[cH:4][cH:5][c:6]2[c:18]([cH:19]1)[C:10]([c:11]1[cH:12][cH:13][cH:14][cH:15][cH:16]1)=[N:9][CH2:8][CH2:7]2. Reactants: NC1CCCCCC1, CCN(C(C)C)C(C)C, Clc1ccc2c(N3CCNCC3)ccnc2c1, O=C(Cl)Oc1ccc([N+](=O)[O-])cc1. Yields the product O=C(NC1CCCCCC1)N1CCN(c2ccnc3cc(Cl)ccc23)CC1. Reaction SMILES: [CH:1]1([NH2:8])[CH2:2][CH2:3][CH2:4][CH2:5][CH2:6][CH2:7]1.[CH:22]([N:23]([CH:24]([CH3:25])[CH3:26])[CH2:27][CH3:28])([CH3:29])[CH3:30].[Cl:31][c:32]1[cH:33][cH:34][c:35]2[c:36]([N:42]3[CH2:43][CH2:44][NH:45][CH2:46][CH2:47]3)[cH:37][cH:38][n:39][c:40]2[cH:41]1.[Cl:9][C:10](=[O:11])[O:12][c:13]1[cH:14][cH:15][c:16]([N+:17]([O-:18])=[O:19])[cH:20][cH:21]1>>[CH:1]1([NH:8][C:10](=[O:11])[N:45]2[CH2:44][CH2:43][N:42]([c:36]3[c:35]4[cH:34][cH:33][c:32]([Cl:31])[cH:41][c:40]4[n:39][cH:38][cH:37]3)[CH2:47][CH2:46]2)[CH2:2][CH2:3][CH2:4][CH2:5][CH2:6][CH2:7]1.